From a dataset of the Open Reaction Database (ORD), a public repository of structured organic reaction records. describe an organic reaction: reactants, conditions, products, and yield The reactants are [Na+].C(=O)N1CCN(CCN(CCN(CC1)CC(=O)[O-])CC(=O)[O-])CC(=O)[O-].[Na+].[Na+] (10-formyl-1,4,7,10-tetraazacyclododecane-1,4,7-triacetic Acid Sodium Salt), [OH-].[Na+] (NaOH). Reaction conditions: temperature 70 celsius. The product is [Na+].N1(CCN(CCN(CCNCC1)CC(=O)[O-])CC(=O)[O-])CC(=O)[O-].[Na+].[Na+] (1,4,7,10-tetraazacyclododecane-1,4,7-triacetic Acid Sodium Salt). RXN SMILES: [Na+:1].C([N:4]1[CH2:15][CH2:14][N:13]([CH2:16][C:17]([O-:19])=[O:18])[CH2:12][CH2:11][N:10]([CH2:20][C:21]([O-:23])=[O:22])[CH2:9][CH2:8][N:7]([CH2:24][C:25]([O-:27])=[O:26])[CH2:6][CH2:5]1)=O.[Na+].[Na+].[OH-].[Na+]>>[Na+:1].[N:7]1([CH2:24][C:25]([O-:27])=[O:26])[CH2:6][CH2:5][NH:4][CH2:15][CH2:14][N:13]([CH2:16][C:17]([O-:19])=[O:18])[CH2:12][CH2:11][N:10]([CH2:20][C:21]([O-:23])=[O:22])[CH2:9][CH2:8]1.[Na+:1].[Na+:1] |f:0.1.2.3,4.5,6.7.8.9|. Procedure details: The mixture from step B) is then added with 77.3 kg of 30% w/w NaOH and heated to 70° C. for 9 h. The resulting aqueous solution contains 0.131 kmol of the desired compound (content determined by HPLC), as a trisodium salt. The reactants are C[Mg]Br (methylmagnesium bromide), ClC=1C=C(C#N)C=CC1 (3-chlorobenzonitrile), CO (methanol). Run in O1CCCC1 (tetrahydrofuran). Conditions: time 18 hour. Product: ClC=1C=C(C=CC1)C(=O)C (methyl 3-chlorophenyl ketone). Reaction SMILES: [CH3:1][Mg]Br.[Cl:4][C:5]1[CH:6]=[C:7]([CH:10]=[CH:11][CH:12]=1)C#N.[CH3:13][OH:14]>O1CCCC1>[Cl:4][C:5]1[CH:12]=[C:11]([C:13]([CH3:1])=[O:14])[CH:10]=[CH:7][CH:6]=1. Procedure: Under a nitrogen atmosphere, 36.7 mL (0.11 mole) of methylmagnesium bromide (3.0M in diethyl ether) is stirred, and a solution of 13.8 grams (0.10 mole) of 3-chlorobenzonitrile in 50 mL of dry tetrahydrofuran is added slowly dropwise. Upon completion of addition, the reaction mixture is warmed to reflux where it is stirred for about 18 hours. After this time the reaction mixture is cooled to ambient temperature, and about 40 mL of methanol is added dropwise. Upon completion of addition, the reac...